Dataset: the Open Reaction Database (ORD), a public repository of structured organic reaction records. Task: describe an organic reaction: reactants, conditions, products, and yield Reactants: FC1=C(C#N)C(=CC=C1)I (2-fluoro-6-iodobenzonitrile), S1C=C(C=C1)B(O)O (3-thiophene boronic acid), C([O-])([O-])=O.[Na+].[Na+] (sodium carbonate), COCCOC (DME). The reagents and catalysts are C=1C=CC(=CC1)[P](C=2C=CC=CC2)(C=3C=CC=CC3)[Pd]([P](C=4C=CC=CC4)(C=5C=CC=CC5)C=6C=CC=CC6)([P](C=7C=CC=CC7)(C=8C=CC=CC8)C=9C=CC=CC9)[P](C=1C=CC=CC1)(C=1C=CC=CC1)C=1C=CC=CC1 (tetrakis(triphenylphosphine)palladium(0)). Run in O (water). Product: FC1=C(C#N)C(=CC=C1)C1=CSC=C1 (2-fluoro-6-thiophen-3-yl-benzonitrile). Yield: 36.5%. RXN SMILES: [F:1][C:2]1[CH:9]=[CH:8][CH:7]=[C:6](I)[C:3]=1[C:4]#[N:5].[S:11]1[CH:15]=[CH:14][C:13](B(O)O)=[CH:12]1.C(=O)([O-])[O-].[Na+].[Na+].COCCOC>C1C=CC([P]([Pd]([P](C2C=CC=CC=2)(C2C=CC=CC=2)C2C=CC=CC=2)([P](C2C=CC=CC=2)(C2C=CC=CC=2)C2C=CC=CC=2)[P](C2C=CC=CC=2)(C2C=CC=CC=2)C2C=CC=CC=2)(C2C=CC=CC=2)C2C=CC=CC=2)=CC=1.O>[F:1][C:2]1[CH:9]=[CH:8][CH:7]=[C:6]([C:13]2[CH:14]=[CH:15][S:11][CH:12]=2)[C:3]=1[C:4]#[N:5] |f:2.3.4,^1:34,36,55,74|. Procedure: In a dry round bottom flask were added 2-fluoro-6-iodobenzonitrile (500 mg; 2.02 mmol), 3-thiophene boronic acid (311 mg; 2.43 mmol), sodium carbonate (2.32 g; 21.86 mmol), tetrakis(triphenylphosphine)palladium(0) (77 mg; 0.07 mmol), DME (20 mL) and water (20 mL) and heated to reflux for 5 hours. The reaction mixture was cooled to room temperature and extracted with ethyl acetate (3×), washed with brine (1×) and water (1×). Organic layers were combined and dried over sodium sulfate and then filt... Procedure: Under argon atmosphere, 200 mg (purity 62%, 0.24 mmol) of 2-[1-(2-fluorobenzyl)-1H-pyrazolo[3,4-b]pyridin-3-yl]-4-iodo-5,5-dimethyl-5,7-dihydro-6H-pyrrolo[2,3-d]pyrimidin-6-one (example 15A) was suspended in 4 ml of absolute 1-methyl-2-pyrrolidone and 652 mg (4.82 mmol) of thiomorpholine-1,1-dioxide was added. The mixture was heated in the microwave for 3 h at 150° C. and 1 h at 200° C. After cooling, the reaction mixture was purified by preparative HPLC (eluent: acetonitrile/water with 0.1% for... Run in CN1C(CCC1)=O (1-methyl-2-pyrrolidone). Reactants: FC1=C(CN2N=C(C=3C2=NC=CC3)C=3N=C(C2=C(N3)NC(C2(C)C)=O)I)C=CC=C1 (2-[1-(2-Fluorobenzyl)-1H-pyrazolo[3,4-b]pyridin-3-yl]-4-iodo-5,5-dimethyl-5,7-dihydro-6H-pyrrolo[2,3-d]pyrimidin-6-one), N1CCS(CC1)(=O)=O (thiomorpholine-1,1-dioxide). Product: O=S1(CCN(CC1)C=1C2=C(N=C(N1)C1=NN(C3=NC=CC=C31)CC3=C(C=CC=C3)F)NC(C2(C)C)=O)=O (4-(1,1-Dioxidothiomorpholin-4-yl)-2-[1-(2-fluorobenzyl)-1H-pyrazolo[3,4-b]pyridin-3-yl]-5,5-dimethyl-5,7-dihydro-6H-pyrrolo[2,3-d]pyrimidin-6-one). Reaction SMILES: [F:1][C:2]1[CH:30]=[CH:29][CH:28]=[CH:27][C:3]=1[CH2:4][N:5]1[C:9]2=[N:10][CH:11]=[CH:12][CH:13]=[C:8]2[C:7]([C:14]2[N:15]=[C:16](I)[C:17]3[C:22]([CH3:24])([CH3:23])[C:21](=[O:25])[NH:20][C:18]=3[N:19]=2)=[N:6]1.[NH:31]1[CH2:36][CH2:35][S:34](=[O:38])(=[O:37])[CH2:33][CH2:32]1>CN1CCCC1=O>[O:37]=[S:34]1(=[O:38])[CH2:35][CH2:36][N:31]([C:16]2[C:17]3[C:22]([CH3:24])([CH3:23])[C:21](=[O:25])[NH:20][C:18]=3[N:19]=[C:14]([C:7]3[C:8]4[C:9](=[N:10][CH:11]=[CH:12][CH:13]=4)[N:5]([CH2:4][C:3]4[CH:27]=[CH:28][CH:29]=[CH:30][C:2]=4[F:1])[N:6]=3)[N:15]=2)[CH2:32][CH2:33]1. Conditions: temperature 200 celsius. Reactants: BrC=1N=C(C(=NC1)NS(=O)(=O)C1=C(C(=CC=C1)Cl)Cl)OCC=1C=NC=CC1 (N-[5-Bromo-3-(3-pyridinylmethoxy)-2-pyrazinyl]-2,3-dichlorobenzenesulphonamide), CN(C=O)C (N,N-dimethylformamide). The reagents and catalysts are C=1C=CC(=CC1)[P](C=2C=CC=CC2)(C=3C=CC=CC3)[Pd]([P](C=4C=CC=CC4)(C=5C=CC=CC5)C=6C=CC=CC6)([P](C=7C=CC=CC7)(C=8C=CC=CC8)C=9C=CC=CC9)[P](C=1C=CC=CC1)(C=1C=CC=CC1)C=1C=CC=CC1 (tetrakis(triphenylphosphine)palladium(0)), [C-]#N.[Zn+2].[C-]#N (zinc cyanide). Solvent: C(C)(=O)OCC (ethyl acetate). Conditions: time 5 hour. The product is ClC1=C(C=CC=C1Cl)S(=O)(=O)NC1=NC=C(N=C1OCC=1C=NC=CC1)C#N (2,3-Dichloro-N-[5-cyano-3-(3-pyridinylmethoxy)-2-pyrazinyl]benzenesulphonamide). As a reaction SMILES: Br[C:2]1[N:3]=[C:4]([O:20][CH2:21][C:22]2[CH:23]=[N:24][CH:25]=[CH:26][CH:27]=2)[C:5]([NH:8][S:9]([C:12]2[CH:17]=[CH:16][CH:15]=[C:14]([Cl:18])[C:13]=2[Cl:19])(=[O:11])=[O:10])=[N:6][CH:7]=1.[CH3:28][N:29](C)C=O>C(OCC)(=O)C.C1C=CC([P]([Pd]([P](C2C=CC=CC=2)(C2C=CC=CC=2)C2C=CC=CC=2)([P](C2C=CC=CC=2)(C2C=CC=CC=2)C2C=CC=CC=2)[P](C2C=CC=CC=2)(C2C=CC=CC=2)C2C=CC=CC=2)(C2C=CC=CC=2)C2C=CC=CC=2)=CC=1.[C-]#N.[Zn+2].[C-]#N>[Cl:19][C:13]1[C:14]([Cl:18])=[CH:15][CH:16]=[CH:17][C:12]=1[S:9]([NH:8][C:5]1[C:4]([O:20][CH2:21][C:22]2[CH:23]=[N:24][CH:25]=[CH:26][CH:27]=2)=[N:3][C:2]([C:28]#[N:29])=[CH:7][N:6]=1)(=[O:11])=[O:10] |f:4.5.6,^1:42,44,63,82|. Procedure details: N-[5-Bromo-3-(3-pyridinylmethoxy)-2-pyrazinyl]-2,3-dichlorobenzenesulphonamide (Example 34) (0.15 g), tetrakis(triphenylphosphine)palladium(0) (0.04 g) and zinc cyanide (0.03 g) in N,N-dimethylformamide (5.0 mL) was heated at 70° C. After 5 h, the mixture was diluted with ethyl acetate (30 mL) and washed with 5% aqueous citric acid (5 mL), dried (MgSO4) and evaporated. Chromatography on silica gel eluting with ethyl acetate/isohexane mixtures containing 1% acetic acid gave the title compound as ... Starting materials: C1=CCC=CC1 (1,4-cyclohexadiene), C1(=CC=CC=C1)COC(NCCCN(C1=C(C(C1=O)=O)OCC)CC(=O)OC(C)(C)C)=O ([3-[[(1,1-dimethylethyloxycarbonyl)methyl]-(2-ethoxy-3,4-dioxo-1-cyclobuten-1-yl)amino]propyl]carbamic acid phenylmethyl ester). The reagents and catalysts are [Pd] (palladium on carbon). Solvent: C(C)O (ethanol). Conditions: temperature 20 celsius, time 5 hour. Yields the product CC(C)(C)OC(CN1C=2C(C(C2NCCC1)=O)=O)=O ((8,9-dioxo-2,6-diazabicyclo[5.2.0]non-1(7)-en-2-yl)acetic acid 1,1-dimethylethyl ester). Isolated yield 82.4%. Reaction SMILES: C1(COC(=O)[NH:10][CH2:11][CH2:12][CH2:13][N:14]([CH2:24][C:25]([O:27][C:28]([CH3:31])([CH3:30])[CH3:29])=[O:26])[C:15]2[C:18](=[O:19])[C:17](=[O:20])[C:16]=2OCC)C=CC=CC=1.C1CC=CCC=1>[Pd].C(O)C>[CH3:29][C:28]([O:27][C:25](=[O:26])[CH2:24][N:14]1[CH2:13][CH2:12][CH2:11][NH:10][C:16]2[C:17](=[O:20])[C:18](=[O:19])[C:15]1=2)([CH3:31])[CH3:30]. Reported procedure: To a cooled (20° C.) flask containing 10% palladium on carbon (5.25 g) under nitrogen was added [3-[[(1,1-dimethylethyloxycarbonyl)methyl]-(2-ethoxy-3,4-dioxo-1-cyclobuten-1-yl)amino]propyl]carbamic acid phenylmethyl ester (5.25 g, 11.8 mmol) in ethanol (500 mL), followed by 1,4-cyclohexadiene (11 mL, 0.12 mol) over 5 min. After 5 hours, the suspension was filtered through Celite® with generous ethanol washing (1 L). The ethanol was evaporated and the residue was dissolved in dichloromethane and... Reported procedure: To a solution of 1.0 g (4.5 mmol) 4-bromo-1-methoxy-1,1,2,-trifluoro-2-butene in 15.0 mL tetrahydrofuran at -60° C. in a 50 mL round-bottom flask was added a solution of n-hexylmagnesium bromide (2M, 5.0 mL, 10.0 mmol) in diethyl ether and followed by addition of 100 mg dilithiumcupric tetrachloride. The reaction mixture was stirred for two hours at 0° C. The contents of the flask were poured into a large excess of an aqueous ammonium chloride solution, and the liquid extracted twice with diethy... Yield: 118.9%. RXN SMILES: Br[CH2:2][CH:3]=[C:4]([F:10])[C:5]([O:8][CH3:9])([F:7])[F:6].[CH2:11]([Mg]Br)[CH2:12][CH2:13][CH2:14][CH2:15][CH3:16].[Cl-].[NH4+]>O1CCCC1.C(OCC)C>[CH3:9][O:8][C:5]([F:7])([F:6])[C:4]([F:10])=[CH:3][CH2:2][CH2:11][CH2:12][CH2:13][CH2:14][CH2:15][CH3:16] |f:2.3|. Run at temperature 0 celsius, time 2 hour. Yields the product COC(C(=CCCCCCCC)F)(F)F (1-methoxy-1,1,2,-trifluoro-2-decene). The reactants are BrCC=C(C(F)(F)OC)F (4-bromo-1-methoxy-1,1,2,-trifluoro-2-butene), C(CCCCC)[Mg]Br (n-hexylmagnesium bromide), [Cl-].[NH4+] (ammonium chloride), dilithiumcupric tetrachloride. The solvent is O1CCCC1 (tetrahydrofuran), C(C)OCC (diethyl ether). The reactants are CCCCOc1cc2c(cc1C(C)=C(F)C(=O)OCC)C(C(C)C)=CC(C)(C)O2, CC(C)C[Al+]CC(C)C, [H-]. Product: CCCCOc1cc2c(cc1C(C)=C(F)CO)C(C(C)C)=CC(C)(C)O2. As a reaction SMILES: [CH2:1]([CH2:2][CH2:3][CH3:4])[O:5][c:6]1[c:7]([C:21](=[C:22]([C:23](=[O:24])[O:25][CH2:26][CH3:27])[F:28])[CH3:29])[cH:8][c:9]2[c:14]([cH:15]1)[O:13][C:12]([CH3:16])([CH3:17])[CH:11]=[C:10]2[CH:18]([CH3:19])[CH3:20].[CH2:31]([Al+:32][CH2:33][CH:34]([CH3:35])[CH3:36])[CH:37]([CH3:38])[CH3:39].[H-:30]>>[CH2:1]([CH2:2][CH2:3][CH3:4])[O:5][c:6]1[c:7]([C:21](=[C:22]([CH2:23][OH:24])[F:28])[CH3:29])[cH:8][c:9]2[c:14]([cH:15]1)[O:13][C:12]([CH3:16])([CH3:17])[CH:11]=[C:10]2[CH:18]([CH3:19])[CH3:20]. The reactants are CC(=O)O, O=C(Nc1ccc(Oc2ccc(C3OCCO3)cc2)c(F)c1)c1ccc(Cl)c(Cl)c1. Yields the product O=Cc1ccc(Oc2ccc(NC(=O)c3ccc(Cl)c(Cl)c3)cc2F)cc1. As a reaction SMILES: [CH3:31][C:32](=[O:33])[OH:34].[Cl:1][c:2]1[cH:3][c:4]([C:5](=[O:6])[NH:7][c:8]2[cH:9][c:10]([F:26])[c:11]([O:14][c:15]3[cH:16][cH:17][c:18]([CH:21]4[O:22][CH2:25][CH2:24][O:23]4)[cH:19][cH:20]3)[cH:12][cH:13]2)[cH:27][cH:28][c:29]1[Cl:30]>>[Cl:1][c:2]1[cH:3][c:4]([C:5](=[O:6])[NH:7][c:8]2[cH:9][c:10]([F:26])[c:11]([O:14][c:15]3[cH:16][cH:17][c:18]([CH:21]=[O:22])[cH:19][cH:20]3)[cH:12][cH:13]2)[cH:27][cH:28][c:29]1[Cl:30]. The reactants are C1CCOC1, O=C(O)c1ccc(Nc2ccccc2)c([N+](=O)[O-])c1. Product: Nc1cc(C(=O)O)ccc1Nc1ccccc1. As a reaction SMILES: [CH2:20]1[O:21][CH2:22][CH2:23][CH2:24]1.[NH:1]([c:2]1[cH:3][cH:4][cH:5][cH:6][cH:7]1)[c:8]1[c:9]([N+:17]([O-:18])=[O:19])[cH:10][c:11]([C:12](=[O:13])[OH:14])[cH:15][cH:16]1>>[NH:1]([c:2]1[cH:3][cH:4][cH:5][cH:6][cH:7]1)[c:8]1[c:9]([NH2:17])[cH:10][c:11]([C:12](=[O:13])[OH:14])[cH:15][cH:16]1. Reactants: CC(=O)[O-], CC(=O)[O-], O=C([O-])[O-], Cc1ccccc1, [Cs+], [Cs+], O=C(c1ccccc1C(F)(F)F)N1CCNCC1, [Pd+2], O=C(NCCCc1ccccc1)c1ccc(OS(=O)(=O)C(F)(F)F)cn1, c1ccc(P(c2ccccc2)c2ccc3ccccc3c2-c2c(P(c3ccccc3)c3ccccc3)ccc3ccccc23)cc1. Yields the product O=C(NCCCc1ccccc1)c1ccc(N2CCN(C(=O)c3ccccc3C(F)(F)F)CC2)cn1. As a reaction SMILES: [C:104]([O-:105])(=[O:106])[CH3:107].[C:108]([O-:109])(=[O:110])[CH3:111].[C:1](=[O:2])([O-:3])[O-:4].[CH3:97][c:98]1[cH:99][cH:100][cH:101][cH:102][cH:103]1.[Cs+:5].[Cs+:6].[N:79]1([C:85](=[O:86])[c:87]2[c:88]([C:93]([F:94])([F:95])[F:96])[cH:89][cH:90][cH:91][cH:92]2)[CH2:80][CH2:81][NH:82][CH2:83][CH2:84]1.[Pd+2:112].[c:53]1([CH2:59][CH2:60][CH2:61][NH:62][C:63](=[O:64])[c:65]2[cH:66][cH:67][c:68]([O:71][S:72]([C:73]([F:74])([F:75])[F:76])(=[O:77])=[O:78])[cH:69][n:70]2)[cH:54][cH:55][cH:56][cH:57][cH:58]1.[cH:7]1[cH:8][cH:9][c:10]([P:11]([c:12]2[cH:13][cH:14][c:15]3[c:16]([cH:17][cH:18][cH:19][cH:20]3)[c:21]2-[c:22]2[c:23]3[c:24]([cH:25][cH:26][cH:27][cH:28]3)[cH:29][cH:30][c:31]2[P:32]([c:33]2[cH:34][cH:35][cH:36][cH:37][cH:38]2)[c:39]2[cH:40][cH:41][cH:42][cH:43][cH:44]2)[c:45]2[cH:46][cH:47][cH:48][cH:49][cH:50]2)[cH:51][cH:52]1>>[c:53]1([CH2:59][CH2:60][CH2:61][NH:62][C:63](=[O:64])[c:65]2[cH:66][cH:67][c:68]([N:82]3[CH2:81][CH2:80][N:79]([C:85](=[O:86])[c:87]4[c:88]([C:93]([F:94])([F:95])[F:96])[cH:89][cH:90][cH:91][cH:92]4)[CH2:84][CH2:83]3)[cH:69][n:70]2)[cH:54][cH:55][cH:56][cH:57][cH:58]1.